Dataset: the Open Reaction Database (ORD), a public repository of structured organic reaction records. Task: describe an organic reaction: reactants, conditions, products, and yield The reactants are C(#N)CNC(=O)[C@H]1[C@@H](CCC1)C(=O)O (trans-2-{[(Cyanomethyl)amino]carbonyl}cyclopentanecarboxylic acid), [BH4-].[Na+] (Sodium borohydride), CN1CCOCC1 (4-Methylmorpholine), ClC(=O)OCC(C)C (isobutyl chloroformate). Run in CO (methanol). Reaction conditions: temperature -78 celsius, time 2 hour. Product: C(#N)CNC(=O)[C@H]1[C@@H](CCC1)CO (trans-N-(cyanomethyl)-2-(hydroxymethyl)-cyclopentanecarboxamide). Reaction SMILES: [C:1]([CH2:3][NH:4][C:5]([C@@H:7]1[CH2:11][CH2:10][CH2:9][C@H:8]1[C:12](O)=[O:13])=[O:6])#[N:2].CN1CCOCC1.ClC(OCC(C)C)=O.[BH4-].[Na+]>CO>[C:1]([CH2:3][NH:4][C:5]([C@@H:7]1[CH2:11][CH2:10][CH2:9][C@H:8]1[CH2:12][OH:13])=[O:6])#[N:2] |f:3.4|. Procedure: trans-2-{[(Cyanomethyl)amino]carbonyl}cyclopentanecarboxylic acid (860 mg, 4.38 mmol) was placed in a 50 mL round bottom flask. The flask was fitted with a rubber septum and then flushed with nitrogen. Tetrahydrofuran (9 mL) was added and the reaction mixture was cooled to −78° C. 4-Methylmorpholine (0.53 mL, 4.8 mmol) was added, followed by addition of isobutyl chloroformate (0.61 mL, 4.7 mmol). The reaction mixture was warmed to ambient temperature over 1.5 h and then recooled to −78° C. Sodiu... As a reaction SMILES: [CH2:57]([Cl:58])[Cl:59].[CH3:42][CH2:43][O:44][C:45](=[O:46])[CH3:47].[CH3:48][OH:49].[CH3:50][c:51]1[cH:52][cH:53][cH:54][cH:55][cH:56]1.[Cl:1][c:2]1[cH:3][c:4]([O:5][CH2:6][C:7]([CH2:8][P:9]([O:10][CH3:11])([O:12][CH3:13])=[O:14])=[N:15][OH:16])[cH:17][cH:18][cH:19]1.[Cl:20][c:21]1[cH:22][c:23]([O:24][CH2:28][C:29](=[N:30][NH:31][C:32]([NH2:33])=[O:34])[CH2:35][P:36](=[O:37])([O:38][CH3:39])[O:40][CH3:41])[cH:25][cH:26][cH:27]1>>[Cl:1][c:2]1[cH:3][c:4]([O:5][CH2:6][C:7]([CH2:8][P:9]([O:10][CH3:11])([O:12][CH3:13])=[O:14])=[O:24])[cH:17][cH:18][cH:19]1. The reactants are ClCCl, CCOC(C)=O, CO, Cc1ccccc1, COP(=O)(CC(COc1cccc(Cl)c1)=NO)OC, COP(=O)(CC(COc1cccc(Cl)c1)=NNC(N)=O)OC. Yields the product COP(=O)(CC(=O)COc1cccc(Cl)c1)OC. The reactants are C1CCOC1, C1CCOC1, C[Zn]C, COCOc1c(I)cc(C(=O)OC)cc1OC, CCOC(C)=O, c1ccc(P(c2ccccc2)(c2ccccc2)[Pd](P(c2ccccc2)(c2ccccc2)c2ccccc2)(P(c2ccccc2)(c2ccccc2)c2ccccc2)P(c2ccccc2)(c2ccccc2)c2ccccc2)cc1. Yields the product COCOc1c(C)cc(C(=O)OC)cc1OC. RXN SMILES: [CH2:21]1[O:22][CH2:23][CH2:24][CH2:25]1.[CH2:26]1[O:27][CH2:28][CH2:29][CH2:30]1.[CH3:18][Zn:19][CH3:20].[CH3:1][O:2][C:3]([c:4]1[cH:5][c:6]([I:16])[c:7]([O:12][CH2:13][O:14][CH3:15])[c:8]([O:10][CH3:11])[cH:9]1)=[O:17].[CH3:31][CH2:32][O:33][C:34](=[O:35])[CH3:36].[cH:37]1[cH:38][cH:39][c:40]([P:41]([Pd:42]([P:43]([c:44]2[cH:45][cH:46][cH:47][cH:48][cH:49]2)([c:50]2[cH:51][cH:52][cH:53][cH:54][cH:55]2)[c:56]2[cH:57][cH:58][cH:59][cH:60][cH:61]2)([P:62]([c:63]2[cH:64][cH:65][cH:66][cH:67][cH:68]2)([c:69]2[cH:70][cH:71][cH:72][cH:73][cH:74]2)[c:75]2[cH:76][cH:77][cH:78][cH:79][cH:80]2)[P:81]([c:82]2[cH:83][cH:84][cH:85][cH:86][cH:87]2)([c:88]2[cH:89][cH:90][cH:91][cH:92][cH:93]2)[c:94]2[cH:95][cH:96][cH:97][cH:98][cH:99]2)([c:100]2[cH:101][cH:102][cH:103][cH:104][cH:105]2)[c:106]2[cH:107][cH:108][cH:109][cH:110][cH:111]2)[cH:112][cH:113]1>>[CH3:1][O:2][C:3]([c:4]1[cH:5][c:6]([CH3:18])[c:7]([O:12][CH2:13][O:14][CH3:15])[c:8]([O:10][CH3:11])[cH:9]1)=[O:17]. Starting materials: N(=[N+]=[N-])C1=CC=C(C=C1)[N+](=O)[O-] (1-azido-4-nitrobenzene), BrCC#C (3-bromoprop-1-yne), BrCC#C (3-bromoprop-1-yne). Run in C1(=CC=CC=C1)C (toluene). Conditions: temperature 60 celsius, time 8 hour. The product is CC=1N=NN(C1)C1=CC=C(N)C=C1 (4-(4-methyl-1H-1,2,3-triazol-1-yl)aniline). Yield: 56.5%. RXN SMILES: [N:1]([C:4]1[CH:9]=[CH:8][C:7]([N+:10]([O-])=O)=[CH:6][CH:5]=1)=[N+:2]=[N-:3].Br[CH2:14][C:15]#[CH:16]>C1(C)C=CC=CC=1>[CH3:16][C:15]1[N:3]=[N:2][N:1]([C:4]2[CH:9]=[CH:8][C:7]([NH2:10])=[CH:6][CH:5]=2)[CH:14]=1. Reported procedure: A solution of 1-azido-4-nitrobenzene (0.500 g, 3.05 mmol) and 3-bromoprop-1-yne (1.45 g, 12.2 mmol) in toluene (3 mL) was heated to 60° C. for 24 hours in a sealed tube. Additional 3-bromoprop-1-yne (1.45 g, 12.2 mmol) was added and the solution stirred at 60° C. overnight. The reaction mixture was concentrated to an orange solid. The crude residue was dissolved in ethanol (100 mL). 10 wt % Palladium on carbon (150 mg) was added and the mixture was pressurized to 50 psi hydrogen and stirred for ... Starting materials: CCCBr (n-propyl bromide), [Mg] (magnesium), Cl[SiH]1CCC(CC1)[C@@H]1CC[C@H](CC1)CCC1=CC(=C(C(=C1)F)F)F (1-chloro-4-(trans-4-(2-(3,4,5-trifluorophenyl) ethyl) cyclohexyl)-1-silacyclohexane). Run in C1CCOC1 (THF), C1CCOC1 (THF). Yields the product FC=1C=C(C=C(C1F)F)CC[C@@H]1CC[C@H](CC1)[C@@H]1CC[Si@H](CC1)CCC (trans-4-(trans-4-(2-(3,4,5-trifluorophenyl) ethyl) cyclohexyl)-1-n-propyl-1-silacyclohexane). The yield is 79.7%. RXN SMILES: [CH3:1][CH2:2][CH2:3]Br.[Mg].Cl[SiH:7]1[CH2:12][CH2:11][CH:10]([C@H:13]2[CH2:18][CH2:17][C@H:16]([CH2:19][CH2:20][C:21]3[CH:26]=[C:25]([F:27])[C:24]([F:28])=[C:23]([F:29])[CH:22]=3)[CH2:15][CH2:14]2)[CH2:9][CH2:8]1>C1COCC1>[F:29][C:23]1[CH:22]=[C:21]([CH2:20][CH2:19][C@H:16]2[CH2:17][CH2:18][C@H:13]([C@H:10]3[CH2:11][CH2:12][Si@H:7]([CH2:1][CH2:2][CH3:3])[CH2:8][CH2:9]3)[CH2:14][CH2:15]2)[CH:26]=[C:25]([F:27])[C:24]=1[F:28]. Reported procedure: 2.5 g (20 mmol) of n-propyl bromide was dripped into a mixture of 0.5 g (21 mmol) of magnesium and 50 ml of THF to obtain a Grignard's reagent. This solution was then dripped into a 50 ml THF solution of 7.8 g (20 mmol) of 1-chloro-4-(trans-4-(2-(3,4,5-trifluorophenyl) ethyl) cyclohexyl)-1-silacyclohexane. The silacyclohexane rings of the reacted mixture thus obtained were a mixture of trans isomers and cis isomers. After a conventional after treatment, they were separated by means of chromatogr... Starting materials: C1(=CCCC1)C=1C=NN(C1)CC[C@](C(=O)OCC)(S(=O)(=O)C)C (ethyl (2R)-4-[4-(cyclopent-1-en-1-yl)-1H-pyrazol-1-yl]-2-methyl-2-(methylsulfonyl)butanoate). The reagents and catalysts are [Pd] (Pd/C). Run in CO (MeOH). Yields the product C1(CCCC1)C=1C=NN(C1)CC[C@](C(=O)OCC)(S(=O)(=O)C)C (ethyl (2R)-4-(4-cyclopentyl-1H-pyrazol-1-yl)-2-methyl-2-(methylsulfonyl)butanoate). Isolated yield 39.8%. RXN SMILES: [C:1]1([C:6]2[CH:7]=[N:8][N:9]([CH2:11][CH2:12][C@@:13]([CH3:23])([S:19]([CH3:22])(=[O:21])=[O:20])[C:14]([O:16][CH2:17][CH3:18])=[O:15])[CH:10]=2)[CH2:5][CH2:4][CH2:3][CH:2]=1>CO.[Pd]>[CH:1]1([C:6]2[CH:7]=[N:8][N:9]([CH2:11][CH2:12][C@@:13]([CH3:23])([S:19]([CH3:22])(=[O:20])=[O:21])[C:14]([O:16][CH2:17][CH3:18])=[O:15])[CH:10]=2)[CH2:5][CH2:4][CH2:3][CH2:2]1. Procedure details: A solution of ethyl (2R)-4-[4-(cyclopent-1-en-1-yl)-1H-pyrazol-1-yl]-2-methyl-2-(methylsulfonyl)butanoate (250 mg, 0.734 mmol, 1 eq) in MeOH (30 mL) was subjected to hydrogenation conditions (10% Pd/C catcart, 10 bar H2 pressure) on a Thales nano H-cube. The mixture was concentrated to give ethyl (2R)-4-(4-cyclopentyl-1H-pyrazol-1-yl)-2-methyl-2-(methylsulfonyl)butanoate (100 mg, 40% yield) which was used without further purification. LC-MS M+H+343.4. The reactants are C(C)(C)N1CCN(CC1)C1=CC=C(C=N1)C1=CC=C(C=C1)S(=O)(=O)N1CCC2(OCCO2)CC1 (8-({4-[6-(4-Isopropylpiperazin-1-yl)pyridin-3-yl]phenyl}sulphonyl)-1,4-dioxa-8-azaspiro[4.5]decane), Cl (HCl), C(=O)(O)[O-].[Na+] (NaHCO3). Reaction conditions: temperature 80 celsius, time 1 hour. The product is Cl.Cl.C(C)(C)N1CCN(CC1)C1=CC=C(C=N1)C1=CC=C(C=C1)S(=O)(=O)N1CCC(CC1)=O (1-({4-[6-(4-Isopropylpiperazin-1-yl)pyridin-3-yl]phenyl}sulphonyl)-piperidin-4-one dihydrochloride). RXN SMILES: [CH:1]([N:4]1[CH2:9][CH2:8][N:7]([C:10]2[N:15]=[CH:14][C:13]([C:16]3[CH:21]=[CH:20][C:19]([S:22]([N:25]4[CH2:34][CH2:33][C:28]5(OCC[O:29]5)[CH2:27][CH2:26]4)(=[O:24])=[O:23])=[CH:18][CH:17]=3)=[CH:12][CH:11]=2)[CH2:6][CH2:5]1)([CH3:3])[CH3:2].C([O-])(O)=O.[Na+].[ClH:40]>>[ClH:40].[ClH:40].[CH:1]([N:4]1[CH2:5][CH2:6][N:7]([C:10]2[N:15]=[CH:14][C:13]([C:16]3[CH:21]=[CH:20][C:19]([S:22]([N:25]4[CH2:34][CH2:33][C:28](=[O:29])[CH2:27][CH2:26]4)(=[O:24])=[O:23])=[CH:18][CH:17]=3)=[CH:12][CH:11]=2)[CH2:8][CH2:9]1)([CH3:3])[CH3:2] |f:1.2,4.5.6|. Reported procedure: A suspension of 400 mg of the product obtained in Step C (0.82 mmol) in 5 ml of 1N HCl is stirred for 1 hour at 80° C. After neutralisation of the reaction mixture using 10% NaHCO3, the precipitate is filtered off, washed with water and dried. The white solid is suspended in ethanol and dissolved by adding methanolic HCl. The solution is evaporated to dryness and the residue is taken up in an ethanol/ethyl ether mixture to yield the expected product after filtration. Reactants: CCOC1CNCC1Nc1nc(CC)c(-c2ccc(OC)nc2C)nc1CC, CCOC1CN(C(=O)OCc2ccccc2)CC1Nc1nc(CC)c(-c2ccc(OC)cc2C)nc1CC. Product: CCOC1CNCC1Nc1nc(CC)c(-c2ccc(OC)cc2C)nc1CC. Reaction SMILES: [CH2:1]([O:2][CH:3]1[CH2:4][NH:5][CH2:6][CH:7]1[NH:8][c:9]1[c:10]([CH2:11][CH3:12])[n:13][c:14](-[c:15]2[c:16]([CH3:17])[n:18][c:19]([O:20][CH3:21])[cH:22][cH:23]2)[c:24]([CH2:25][CH3:26])[n:27]1)[CH3:28].[CH2:29]([CH3:30])[c:31]1[c:32]([NH:48][CH:49]2[CH2:50][N:51]([C:57]([O:58][CH2:59][c:60]3[cH:61][cH:62][cH:63][cH:64][cH:65]3)=[O:66])[CH2:52][CH:53]2[O:54][CH2:55][CH3:56])[n:33][c:34]([CH2:46][CH3:47])[c:35](-[c:37]2[c:38]([CH3:45])[cH:39][c:40]([O:43][CH3:44])[cH:41][cH:42]2)[n:36]1>>[CH2:29]([CH3:30])[c:31]1[c:32]([NH:48][CH:49]2[CH2:50][NH:51][CH2:52][CH:53]2[O:54][CH2:55][CH3:56])[n:33][c:34]([CH2:46][CH3:47])[c:35](-[c:37]2[c:38]([CH3:45])[cH:39][c:40]([O:43][CH3:44])[cH:41][cH:42]2)[n:36]1. Reactants: OC1=CC=C(C=C1)C1=C(C=NN1CC(=O)OCC)C1=CC=CC=C1 (Ethyl 5-(4-hydroxyphenyl)-4-phenyl-1H-pyrazole-1-acetate), C(C)N(CC)CCCN (diethylaminopropylamine). Yields the product C(C)N(CCCNC(CN1N=CC(=C1C1=CC=C(C=C1)O)C1=CC=CC=C1)=O)CC (N-[3-(Diethylamino)propyl]-5-(4-hydroxyphenyl)-4-phenyl-1H-pyrazole-1-acetamide). As a reaction SMILES: [OH:1][C:2]1[CH:7]=[CH:6][C:5]([C:8]2[N:12]([CH2:13][C:14]([O:16]CC)=O)[N:11]=[CH:10][C:9]=2[C:19]2[CH:24]=[CH:23][CH:22]=[CH:21][CH:20]=2)=[CH:4][CH:3]=1.[CH2:25]([N:27]([CH2:30][CH2:31][CH2:32][NH2:33])[CH2:28][CH3:29])[CH3:26]>>[CH2:25]([N:27]([CH2:28][CH3:29])[CH2:30][CH2:31][CH2:32][NH:33][C:14](=[O:16])[CH2:13][N:12]1[C:8]([C:5]2[CH:4]=[CH:3][C:2]([OH:1])=[CH:7][CH:6]=2)=[C:9]([C:19]2[CH:24]=[CH:23][CH:22]=[CH:21][CH:20]=2)[CH:10]=[N:11]1)[CH3:26]. Reported procedure: A solution of 10 g (0.031 mol) of ethyl 5-(4-hydroxyphenyl)-4-phenyl-1H-pyrazole-1-acetate of example 5 in 48 mL of diethylaminopropylamine was stirred on a steam bath under nitrogen for 14 hours. The excess amine was removed in vacuo at 80° C., the residue dissolved in ethyl acetate, washed twice with water, once with brine and dried over sodium sulfate. They ethyl acetate was stripped to yield 12 g of a dark oil which was triturated in hot cyclohexane several times. The insoluble residue was c...